This data is from the Open Reaction Database (ORD), a public repository of structured organic reaction records. The task is: describe an organic reaction: reactants, conditions, products, and yield Starting materials: NC=1C=CC(=C(C1)[C@]1(N=C(OCC1(F)F)N)C)F ((R)-4-(5-amino-2-fluoro-phenyl)-5,5-difluoro-4-methyl-5,6-dihydro-4H-[1,3]oxazin-2-ylamine), C1(CC1)COC=1N=CC(=NC1)C(=O)O (5-cyclopropylmethoxy-pyrazine-2-carboxylic acid). Yields the product NC=1OCC([C@@](N1)(C)C=1C=C(C=CC1F)NC(=O)C1=NC=C(N=C1)OCC1CC1)(F)F (5-Cyclopropylmethoxy-pyrazine-2-carboxylic acid [3-((R)-2-amino-5,5-difluoro-4-methyl-5,6-dihydro-4H-[1,3]oxazin-4-yl)-4-fluoro-phenyl]-amide). Reaction SMILES: [NH2:1][C:2]1[CH:3]=[CH:4][C:5]([F:18])=[C:6]([C@:8]2([CH3:17])[C:13]([F:15])([F:14])[CH2:12][O:11][C:10]([NH2:16])=[N:9]2)[CH:7]=1.[CH:19]1([CH2:22][O:23][C:24]2[N:25]=[CH:26][C:27]([C:30](O)=[O:31])=[N:28][CH:29]=2)[CH2:21][CH2:20]1>>[NH2:16][C:10]1[O:11][CH2:12][C:13]([F:14])([F:15])[C@:8]([C:6]2[CH:7]=[C:2]([NH:1][C:30]([C:27]3[CH:26]=[N:25][C:24]([O:23][CH2:22][CH:19]4[CH2:21][CH2:20]4)=[CH:29][N:28]=3)=[O:31])[CH:3]=[CH:4][C:5]=2[F:18])([CH3:17])[N:9]=1. Procedure: The condensation of (R)-4-(5-amino-2-fluoro-phenyl)-5,5-difluoro-4-methyl-5,6-dihydro-4H-[1,3]oxazin-2-ylamine (intermediate XI-1) and 5-cyclopropylmethoxy-pyrazine-2-carboxylic acid (example 36) following procedure I yielded the title compound as a white solid. MS (ISP): m/z=436.2 [M+H]+.